This data is from the Open Reaction Database (ORD), a public repository of structured organic reaction records. The task is: describe an organic reaction: reactants, conditions, products, and yield Reactants: CO, COC(=O)c1cc(OC)c(OC(C)C)cc1NCc1ccc(OC)cc1, [Na+], C1CCOC1, [OH-]. Yields the product COc1ccc(CNc2cc(OC(C)C)c(OC)cc2C(=O)O)cc1. Reaction SMILES: [CH3:27][OH:28].[CH:1]([CH3:2])([CH3:3])[O:4][c:5]1[cH:6][c:7]([NH:17][CH2:18][c:19]2[cH:20][cH:21][c:22]([O:25][CH3:26])[cH:23][cH:24]2)[c:8]([C:9](=[O:10])[O:11][CH3:12])[cH:13][c:14]1[O:15][CH3:16].[Na+:30].[O:31]1[CH2:32][CH2:33][CH2:34][CH2:35]1.[OH-:29]>>[CH:1]([CH3:2])([CH3:3])[O:4][c:5]1[cH:6][c:7]([NH:17][CH2:18][c:19]2[cH:20][cH:21][c:22]([O:25][CH3:26])[cH:23][cH:24]2)[c:8]([C:9](=[O:10])[OH:11])[cH:13][c:14]1[O:15][CH3:16]. Starting materials: Cl (hydrogen chloride), C1(CC1)N1CCNCC1 (N-cyclopropylpiperazine), ClC1=NC(=CN=C1)Cl (2,6-dichloropyrazine), pure title base. The solvent is C(C)O.C(C)(C)O (ethanol isopropanol), FC(CO)(F)F (2,2,2-trifluoroethanol). Product: Cl.ClC1=CN=CC(=N1)N1CCN(CC1)C1CC1 (6-chloro-2-(4-cyclopropyl-1-piperazinyl)-pyrazine hydrochloride). Yield: 36.1%. As a reaction SMILES: [CH:1]1([N:4]2[CH2:9][CH2:8][NH:7][CH2:6][CH2:5]2)[CH2:3][CH2:2]1.[Cl:10][C:11]1[CH:16]=[N:15][CH:14]=[C:13]([Cl:17])[N:12]=1.Cl>FC(F)(F)CO.C(O)C.C(O)(C)C>[ClH:10].[Cl:17][C:13]1[N:12]=[C:11]([N:7]2[CH2:8][CH2:9][N:4]([CH:1]3[CH2:3][CH2:2]3)[CH2:5][CH2:6]2)[CH:16]=[N:15][CH:14]=1 |f:4.5,6.7|. Procedure: Crude N-cyclopropylpiperazine (2.8 g) and 2,6-dichloropyrazine (3.0 g) are combined in 5 ml 2,2,2-trifluoroethanol and the mixture refluxed 4 hours under N2. The mixture is concentrated under vacuum and the residue partitioned between aqueous sodium carbonate and methylene chloride. The combined methylene chloride extracts are extracted with dilute hydrochloric acid which is made basic with sodium hydroxide. The crude base is extracted with methylene chloride and chromatographed on silica gel. E... Reactants: solid, Cl.Cl.O1CCC2=C1C=CC=C2C2CCN(CC2)CC[C@@H]2CC[C@H](CC2)N (trans-4-{2-[4-(2,3-dihydro-benzofuran-4-yl)-piperidin-1-yl]-ethyl}-cyclohexylamine dihydrochloride), Cl.Cl.O1CCC2=C1C=CC=C2C2CCN(CC2)CC[C@@H]2CC[C@H](CC2)N (trans-4-{2-[4-(2,3-dihydro-benzofuran-4-yl)-piperidin-1-yl]-ethyl}-cyclohexylamine dihydrochloride), C(CCCC)(=O)O (pentanoic acid). Yields the product O1CCC2=C1C=CC=C2C2CCN(CC2)CC[C@@H]2CC[C@H](CC2)NC(CCCC)=O (Pentanoic acid trans-(4-{2-[4-(2,3-dihydro-benzofuran-4-yl)-piperidin-1-yl]-ethyl}-cyclohexyl)-amide). Reaction SMILES: Cl.Cl.[O:3]1[C:7]2[CH:8]=[CH:9][CH:10]=[C:11]([CH:12]3[CH2:17][CH2:16][N:15]([CH2:18][CH2:19][C@H:20]4[CH2:25][CH2:24][C@H:23]([NH2:26])[CH2:22][CH2:21]4)[CH2:14][CH2:13]3)[C:6]=2[CH2:5][CH2:4]1.[C:27](O)(=[O:32])[CH2:28][CH2:29][CH2:30][CH3:31]>>[O:3]1[C:7]2[CH:8]=[CH:9][CH:10]=[C:11]([CH:12]3[CH2:17][CH2:16][N:15]([CH2:18][CH2:19][C@H:20]4[CH2:21][CH2:22][C@H:23]([NH:26][C:27](=[O:32])[CH2:28][CH2:29][CH2:30][CH3:31])[CH2:24][CH2:25]4)[CH2:14][CH2:13]3)[C:6]=2[CH2:5][CH2:4]1 |f:0.1.2|. Procedure details: The title compound, white solid (77 mg, 75%), MS (ISP) m/z=413.4 [(M+H)+], mp 186° C., was prepared in accordance with the general method of example 1 from trans-4-{2-[4-(2,3-dihydro-benzofuran-4-yl)-piperidin-1-yl]-ethyl}-cyclohexylamine dihydro chloride (intermediate B) (100 mg, 0.25 mmol) and pentanoic acid.